Dataset: the Open Reaction Database (ORD), a public repository of structured organic reaction records. Task: describe an organic reaction: reactants, conditions, products, and yield Starting materials: C1(=CC=CC=C1)C1C=CC(CC1)C1=CC=CC=C1 (3,6-Diphenylcyclohex-1-ene), ClC1=CC(=CC=C1)C(=O)OO (m-chloroperbenzoic acid), C(=O)([O-])[O-].[K+].[K+] (K2CO3). The solvent is C(Cl)Cl (CH2Cl2). Conditions: time 2 hour. Product: O1C2C1C(CCC2C2=CC=CC=C2)C2=CC=CC=C2 (1,2-epoxy-3,6-diphenylcyclohexane), material. Isolated yield 20.0%. As a reaction SMILES: [C:1]1([CH:7]2[CH2:12][CH2:11][CH:10]([C:13]3[CH:18]=[CH:17][CH:16]=[CH:15][CH:14]=3)[CH:9]=[CH:8]2)[CH:6]=[CH:5][CH:4]=[CH:3][CH:2]=1.ClC1C=CC=C(C(OO)=[O:27])C=1.C([O-])([O-])=O.[K+].[K+]>C(Cl)Cl>[O:27]1[CH:11]2[CH:10]([C:13]3[CH:14]=[CH:15][CH:16]=[CH:17][CH:18]=3)[CH2:9][CH2:8][CH:7]([C:1]3[CH:6]=[CH:5][CH:4]=[CH:3][CH:2]=3)[CH:12]12 |f:2.3.4|. Reported procedure: 3,6-Diphenylcyclohex-1-ene (50 mg, 0.21 mmol), m-chloroperbenzoic acid (55%, 200 mg, 0.64 mmol), and K2CO3 (150 mg, 1.09 mmol) were stirred in CH2Cl2 (10 mL) for 24 hours. The reaction mixture was filtered and washed with CH2Cl2 (40 mL). The filtrate and aqueous Na2S2O3 solution (10%, 10 mL) were stirred for 2 hours. The organic phase was washed with saturated NaHCO3 solution and H2O and dried over anhydrous magnesium sulfate. Preparative thin-layer chromatography (silica gel, 2 mm, developed wi... Reactants: C1=CC=CC=C1 (benzene), COC1=CC(=NC(=C1)OC1=CC(=CC=C1)C(F)(F)F)C(=O)N (4-methoxy-6-{3-(trifluoromethyl)phenoxy}-2-pyridine carboxamide), C(C)OCCl (chloromethyl ethyl ether), [H-].[Na+] (NaH). The solvent is CN(C)C=O (DMF), C(C)(=O)OCC (ethyl acetate). Yields the product C(C)OCNC(=O)C1=NC(=CC(=C1)OC)OC1=CC(=CC=C1)C(F)(F)F (N-(ethoxymethyl)-4-methoxy-6-{3-(trifluoromethyl)phenoxy}-2-pyridine carboxamide). Reaction SMILES: [CH3:1][O:2][C:3]1[CH:8]=[C:7]([O:9][C:10]2[CH:15]=[CH:14][CH:13]=[C:12]([C:16]([F:19])([F:18])[F:17])[CH:11]=2)[N:6]=[C:5]([C:20]([NH2:22])=[O:21])[CH:4]=1.C1C=CC=CC=1.[H-].[Na+].[CH2:31]([O:33][CH2:34]Cl)[CH3:32]>C(OCC)(=O)C.CN(C=O)C>[CH2:31]([O:33][CH2:34][NH:22][C:20]([C:5]1[CH:4]=[C:3]([O:2][CH3:1])[CH:8]=[C:7]([O:9][C:10]2[CH:15]=[CH:14][CH:13]=[C:12]([C:16]([F:18])([F:19])[F:17])[CH:11]=2)[N:6]=1)=[O:21])[CH3:32] |f:2.3|. Procedure details: 1.0 g (0.0032 mol) of 4-methoxy-6-{3-(trifluoromethyl)phenoxy}-2-pyridine carboxamide was dissolved in a mixed solvent containing about 20 ml of benzene and about 10 ml of DMF, and the obtained solution was mixed with 0.14 g (ca. 60% in mineral oil; 0.0032×1.1 mol) of NaH, followed by treating the solution under reflux for several minutes. Thereafter, the resultant reaction solution was mixed with 0.61 g (0.0032×2.0 mol) of chloromethyl ethyl ether, followed by treating the solution under reflux...